describe an organic reaction: reactants, conditions, products, and yield From a dataset of the Open Reaction Database (ORD), a public repository of structured organic reaction records. Reactants: C(C)N(CC)CC1NCCCC1 (2-[(diethylamino)methyl]piperidine), S(=O)(O)[O-].[Na+] (sodium hydrogen sulphite), C=O (formalin), [C-]#N.[Na+] (sodium cyanide), C1CCCCC1 (cyclohexane). Solvent: O (water), O (water). Reaction conditions: temperature 60 celsius, time 2 hour. Product: C(C)N(CC)CC1N(CCCC1)CC#N (2-[2-[(diethylamino)methyl]-piperidin-1-yl]acetonitrile). Yield: 99.0%. As a reaction SMILES: S([O-])(O)=O.[Na+].C=O.[CH2:8]([N:10]([CH2:13][CH:14]1[CH2:19][CH2:18][CH2:17][CH2:16][NH:15]1)[CH2:11][CH3:12])[CH3:9].[C-]#[N:21].[Na+].[CH2:23]1[CH2:28]CCCC1>O>[CH2:8]([N:10]([CH2:13][CH:14]1[CH2:19][CH2:18][CH2:17][CH2:16][N:15]1[CH2:28][C:23]#[N:21])[CH2:11][CH3:12])[CH3:9] |f:0.1,4.5|. Reported procedure: A mixture of 236.5 ml (about 1.1 mol) of a 37% aqueous sodium hydrogen sulphite solution and 110 ml (about 1.1 mol) of a 40% formalin solution was heated to 60° C. for 30 minutes. It was allowed to cool to 30° C., a solution of 170.3 g (1.0 mol) of 2-[(diethylamino)methyl]piperidine in 70 ml of water was added dropwise thereto, whereupon the mixture spontaneously heated up to 40° C., and was then stirred for a further 2 hours without any external heating. The solution of 53.9 g (1.1 mol) of sodi... Reactants: CC1C=CC2=CC(C(C)(C)C)CC(O)C2C1(CCC1CC(C(C)(C)C)C(O[SiH](C)C)C(=O)O1)O[SiH](C)C, Cc1ccccc1OC(C)C(=O)O. Product: Cc1ccccc1OC(C)C(=O)OC1CC(C(C)(C)C)C=C2C=CC(C)C(CCC3CC(C(C)(C)C)C(O[SiH](C)C)C(=O)O3)(O[SiH](C)C)C21. As a reaction SMILES: [C:14]([CH3:15])([CH3:16])([CH3:17])[CH:18]1[CH:19]=[C:20]2[CH:21]=[CH:22][CH:23]([CH3:50])[C:24]([CH2:29][CH2:30][CH:31]3[CH2:32][CH:33]([C:42]([CH3:43])([CH3:44])[CH3:45])[CH:34]([O:38][SiH:39]([CH3:40])[CH3:41])[C:35](=[O:37])[O:36]3)([O:46][SiH:47]([CH3:48])[CH3:49])[CH:25]2[CH:26]([OH:28])[CH2:27]1.[CH3:1][c:2]1[c:3]([O:4][CH:5]([C:6](=[O:7])[OH:8])[CH3:9])[cH:10][cH:11][cH:12][cH:13]1>>[CH3:1][c:2]1[c:3]([O:4][CH:5]([C:6]([O:7][CH:26]2[CH:25]3[C:20](=[CH:19][CH:18]([C:14]([CH3:15])([CH3:16])[CH3:17])[CH2:27]2)[CH:21]=[CH:22][CH:23]([CH3:50])[C:24]3([CH2:29][CH2:30][CH:31]2[CH2:32][CH:33]([C:42]([CH3:43])([CH3:44])[CH3:45])[CH:34]([O:38][SiH:39]([CH3:40])[CH3:41])[C:35](=[O:37])[O:36]2)[O:46][SiH:47]([CH3:48])[CH3:49])=[O:8])[CH3:9])[cH:10][cH:11][cH:12][cH:13]1. Starting materials: ON1C(CCC1=O)=O (N-hydroxysuccinimide), O1CCOCC1 (dioxane), C(CCl)Cl (EDC), NC1=C2N=C(N(C2=NC(=N1)OCCOC)CC1=CC=C(C(=O)[O-])C=C1)OC (4-[6-amino-8-methoxy-2-(2-methoxyethoxy)purin-9-ylmethyl]benzoate). The solvent is ClCCl (dichloromethane). Conditions: time 1 hour. Product: NC1=C2N=C(N(C2=NC(=N1)OCCOC)CC1=CC=C(C(=O)ON2C(CCC2=O)=O)C=C1)O (2,5-dioxopyrrolidin-1-yl 4-[6-amino-8-hydroxy-2-(2-methoxyethoxy)purin-9-ylmethyl]benzoate). Yield: 100.0%. Reaction SMILES: [NH2:1][C:2]1[N:10]=[C:9]([O:11][CH2:12][CH2:13][O:14][CH3:15])[N:8]=[C:7]2[C:3]=1[N:4]=[C:5]([O:26]C)[N:6]2[CH2:16][C:17]1[CH:25]=[CH:24][C:20]([C:21]([O-])=[O:22])=[CH:19][CH:18]=1.O1CCOCC1.C(Cl)CCl.[OH:38][N:39]1[C:43](=[O:44])[CH2:42][CH2:41][C:40]1=[O:45]>ClCCl>[NH2:1][C:2]1[N:10]=[C:9]([O:11][CH2:12][CH2:13][O:14][CH3:15])[N:8]=[C:7]2[C:3]=1[N:4]=[C:5]([OH:26])[N:6]2[CH2:16][C:17]1[CH:18]=[CH:19][C:20]([C:21]([O:38][N:39]2[C:43](=[O:44])[CH2:42][CH2:41][C:40]2=[O:45])=[O:22])=[CH:24][CH:25]=1. Procedure: 4-[6-amino-8-methoxy-2-(2-methoxyethoxy)purin-9-ylmethyl]benzoate (2 mmol) is dissolved in dichloromethane or dioxane (10 mL) and EDC (2 mmol) is added. To this solution is added N-hydroxysuccinimide (2 mmol) and resulting mixture is stirred at room temperature for 1 hour. The mixture is taken to dryness in vacuo and the crude product is purified by silica gel chromatography to yield 2 mmol of product that is suitable for conjugation reactions involving primary amines. Starting materials: Cn1nc(N2CCNCC2)c(=O)n(C)c1=O, ClCCl, O=C(Cl)c1cc(C(F)(F)F)ccc1C(F)(F)F, O. Product: Cn1nc(N2CCN(C(=O)c3cc(C(F)(F)F)ccc3C(F)(F)F)CC2)c(=O)n(C)c1=O. Reaction SMILES: [CH3:1][n:2]1[n:3][c:4]([N:11]2[CH2:12][CH2:13][NH:14][CH2:15][CH2:16]2)[c:5](=[O:10])[n:6]([CH3:9])[c:7]1=[O:8].[Cl:35][CH2:36][Cl:37].[F:17][C:18]([c:19]1[c:20]([C:21](=[O:22])[Cl:23])[cH:24][c:25]([C:28]([F:29])([F:30])[F:31])[cH:26][cH:27]1)([F:32])[F:33].[OH2:34]>>[CH3:1][n:2]1[n:3][c:4]([N:11]2[CH2:12][CH2:13][N:14]([C:21]([c:20]3[c:19]([C:18]([F:17])([F:32])[F:33])[cH:27][cH:26][c:25]([C:28]([F:29])([F:30])[F:31])[cH:24]3)=[O:22])[CH2:15][CH2:16]2)[c:5](=[O:10])[n:6]([CH3:9])[c:7]1=[O:8]. The reactants are [H-].[Al+3].[Li+].[H-].[H-].[H-] (lithium aluminium hydride), C(C1=CC=CC=C1)OC1=CC=C([C@H](C[N+](=O)[O-])C2C(CCCC2)=O)C=C1 (rac-(2S*)-2-[(R*)-4-(benzyloxy)-α-(nitromethyl)benzyl]cyclohexanone), C(C)O (ethanol), O1CCCC1.O (tetrahydrofuran water). The solvent is O1CCCC1 (tetrahydrofuran), O1CCCC1 (tetrahydrofuran). Run at time 8 hour. Product: NC[C@@H](C1=CC=C(C=C1)OCC1=CC=CC=C1)[C@@H]1[C@@H](CCCC1)O (rac-(1S*)-cis-2-[(R*)-α-(aminomethyl)-4-(benzyloxy)benzyl]cyclohexanol). RXN SMILES: [CH2:1]([O:8][C:9]1[CH:26]=[CH:25][C:12]([C@@H:13]([CH:18]2[CH2:23][CH2:22][CH2:21][CH2:20][C:19]2=[O:24])[CH2:14][N+:15]([O-])=O)=[CH:11][CH:10]=1)[C:2]1[CH:7]=[CH:6][CH:5]=[CH:4][CH:3]=1.[H-].[Al+3].[Li+].[H-].[H-].[H-].C(O)C.O1CCCC1.O>O1CCCC1>[NH2:15][CH2:14][C@H:13]([C@H:18]1[CH2:23][CH2:22][CH2:21][CH2:20][C@H:19]1[OH:24])[C:12]1[CH:11]=[CH:10][C:9]([O:8][CH2:1][C:2]2[CH:3]=[CH:4][CH:5]=[CH:6][CH:7]=2)=[CH:26][CH:25]=1 |f:1.2.3.4.5.6,8.9|. Procedure: A solution of 106.6 g (0.33 mol) of rac-(2S*)-2-[(R*)-4-(benzyloxy)-α-(nitromethyl)benzyl]cyclohexanone in 500 ml of dry tetrahydrofuran is added dropwise while stirring to a suspension of 28.6 g (0.75 mol) of lithium aluminium hydride in 500 ml of dry tetrahydrofuran under argon so that the temperature does not exceed 50°. The reaction mixture is stirred at 50° overnight and it is treated, after cooling to room temperature, with 300 ml of ethanol and subsequently with 100 ml of tetrahydrofuran/... Reactants: CCc1cc(OC)c(Oc2ccc(C#N)cc2F)cc1F, CO, CCOC(C)=O, Cl, [Na+], [OH-], O. Product: CCc1cc(OC)c(Oc2ccc(C(=O)O)cc2F)cc1F. As a reaction SMILES: [CH2:1]([CH3:2])[c:3]1[cH:4][c:5]([O:20][CH3:21])[c:6]([O:7][c:8]2[c:9]([F:16])[cH:10][c:11]([C:12]#[N:13])[cH:14][cH:15]2)[cH:17][c:18]1[F:19].[CH3:25][OH:26].[CH3:27][CH2:28][O:29][C:30](=[O:31])[CH3:32].[ClH:24].[Na+:23].[OH-:22].[OH2:33]>>[CH2:1]([CH3:2])[c:3]1[cH:4][c:5]([O:20][CH3:21])[c:6]([O:7][c:8]2[c:9]([F:16])[cH:10][c:11]([C:12](=[O:22])[OH:26])[cH:14][cH:15]2)[cH:17][c:18]1[F:19].